Dataset: the Open Reaction Database (ORD), a public repository of structured organic reaction records. Task: describe an organic reaction: reactants, conditions, products, and yield Reactants: [Mg] (magnesium), C(C=C)Cl (allyl chloride), C(\C=C(/C)\CCC=C(C)C)Cl (geranyl chloride), Mg, II (iodine), [NH4+].[Cl-] (NH4Cl). Solvent: ice water, CCOCC (ether), CCOCC (ether). Reaction conditions: time 4 hour. The product is CC(=CCCC=C)CCC=C(C)C (6,10-Dimethyl-1,5,9-undecatriene). Reaction SMILES: [Mg].II.[CH2:4](Cl)/[CH:5]=[C:6](/[CH2:8][CH2:9][CH:10]=[C:11]([CH3:13])[CH3:12])\[CH3:7].[CH2:15](Cl)[CH:16]=[CH2:17].[NH4+].[Cl-]>CCOCC>[CH3:7][C:6]([CH2:8][CH2:9][CH:10]=[C:11]([CH3:13])[CH3:12])=[CH:5][CH2:4][CH2:17][CH:16]=[CH2:15] |f:4.5|. Procedure details: Degreased magnesium turnings (84 g., 3.5 mole) were suspended in absolute ether (100 ml.). The Mg was activated with one crystal of iodine. In the course of about 3 hours, 300 g. (1.75 mole) of geranyl chloride, then 268 g. (3.5 mole) of allyl chloride in 800 ml. of ether were added dropwise. The mixture was boiled for 4 hours, then it was cooled and poured into a solution of 200 g. of NH4Cl in 1 liter of ice water. The solution was extracted with ether. The extracts were treated as usual, after... The reactants are N12CC(C(CC1)CC2)C(=O)N ((±) 1-Azabicyclo[2.2.2]octane-3-carboxamide), C1(OC=CO1)=O (vinylene carbonate). Run in polyphosphoric acid. Yields the product O1C(=NC=C1)C1CN2CCC1CC2 ((±) 3-(1,3-Oxazol-2-yl)-1-azabicyclo[2.2.2]octane). Yield: 27.7%. Reaction SMILES: [N:1]12[CH2:8][CH2:7][CH:4]([CH2:5][CH2:6]1)[CH:3]([C:9]([NH2:11])=[O:10])[CH2:2]2.C1(=O)O[CH:15]=[CH:14]O1>>[O:10]1[CH:15]=[CH:14][N:11]=[C:9]1[CH:3]1[CH:4]2[CH2:7][CH2:8][N:1]([CH2:6][CH2:5]2)[CH2:2]1. Procedure details: A stirred mixture of (±) 1-azabicyclo[2.2.2]octane-3-carboxamide (D2) (2.3 g; 0.015 moles) and vinylene carbonate (1.33 g; 0.016 moles) in polyphosphoric acid was placed in an oil bath at 120° and the temperature was raised to 180° over a period of 45 min. After cooling the reaction was treated with ice and washed with ether (100 ml). The pH of the aqueous solution was adjusted to 9 with 40% sodium hydroxide and potassium carbonate was then added until saturation point. Extraction with ether (4×... Reactants: ClC1=C(C(=O)NC2=C(C=NC=C2F)F)C(=CC=C1)F (2-chloro-N-(3,5-difluoropyridin-4-yl)-6-fluorobenzamide), S(=O)(Cl)Cl (thionyl chloride). Conditions: temperature 100 celsius. The product is ClC1=C(C(=NC2=C(C=NC=C2F)F)Cl)C(=CC=C1)F (2-Chloro-N-(3,5-difluoropyridin-4-yl)-6-fluorobenzimidoyl chloride). As a reaction SMILES: [Cl:1][C:2]1[CH:18]=[CH:17][CH:16]=[C:15]([F:19])[C:3]=1[C:4]([NH:6][C:7]1[C:12]([F:13])=[CH:11][N:10]=[CH:9][C:8]=1[F:14])=O.S(Cl)([Cl:22])=O>>[Cl:1][C:2]1[CH:18]=[CH:17][CH:16]=[C:15]([F:19])[C:3]=1[C:4]([Cl:22])=[N:6][C:7]1[C:12]([F:13])=[CH:11][N:10]=[CH:9][C:8]=1[F:14]. Reported procedure: A stirred suspension of 2-chloro-N-(3,5-difluoropyridin-4-yl)-6-fluorobenzamide (11.4 g, 0.04 mol) in thionyl chloride (100 mL) was heated at 100° C. for 18 hours. After cooling to room temperature, the volatiles were removed under reduced pressure. The resulting residue was azeotroped with toluene (100 mL). The crude residue was triturated with diethyl ether to afford the title compound as an off-white solid (12.1 g, quantitative). LCMS (Method E): RT=3.88 min, m/z: 305 [M+H+]. Starting materials: CC(C)=O, CS(=O)(=O)OCCCCC(F)(F)C(F)(F)F, [I-], [Na+], O. Yields the product FC(F)(F)C(F)(F)CCCCI. RXN SMILES: [CH3:20][C:21](=[O:22])[CH3:23].[CH3:3][S:4]([O:5][CH2:8][CH2:9][CH2:10][CH2:11][C:12]([C:13]([F:14])([F:15])[F:16])([F:17])[F:18])(=[O:6])=[O:7].[I-:2].[Na+:1].[OH2:19]>>[I:2][CH2:8][CH2:9][CH2:10][CH2:11][C:12]([C:13]([F:14])([F:15])[F:16])([F:17])[F:18]. Reactants: CC1=NOC(=C1C=1C(=CC=2C3=C(C=NC2C1)NC(N3[C@H](C)C3=NC=CC=C3)=O)OC)C (7-(3,5-Dimethyl-4-isoxazolyl)-8-(methyloxy)-1-[(1R)-1-(2-pyridinyl)ethyl]-1,3-dihydro-2H-imidazo[4,5-c]quinolin-2-one), C(C)(C)(C)N=P1(N(CCCN1C)C)N(CC)CC (2-tert-butylimino-2-diethylamino-1,3-dimethylperhydro-1,3,2-diazaphosphorine), COCCBr (2-bromoethyl methyl ether). Solvent: CN(C)C=O (DMF), CN(C)C=O (DMF), CS(=O)C (DMSO). Run at time 3 hour. Product: CC1=NOC(=C1C=1C(=CC=2C3=C(C=NC2C1)N(C(N3[C@H](C)C3=NC=CC=C3)=O)CCOC)OC)C (7-(3,5-dimethyl-4-isoxazolyl)-8-(methyloxy)-3-[2-(methyloxy)ethyl]-1-[(1R)-1-(2-pyridinyl)ethyl]-1,3-dihydro-2H-imidazo[4,5-c]quinolin-2-one). As a reaction SMILES: [CH3:1][C:2]1[C:6]([C:7]2[C:8]([O:29][CH3:30])=[CH:9][C:10]3[C:11]4[N:19]([C@@H:20]([C:22]5[CH:27]=[CH:26][CH:25]=[CH:24][N:23]=5)[CH3:21])[C:18](=[O:28])[NH:17][C:12]=4[CH:13]=[N:14][C:15]=3[CH:16]=2)=[C:5]([CH3:31])[O:4][N:3]=1.C(N=P1(N(CC)CC)N(C)CCCN1C)(C)(C)C.[CH3:50][O:51][CH2:52][CH2:53]Br>CN(C=O)C.CS(C)=O>[CH3:1][C:2]1[C:6]([C:7]2[C:8]([O:29][CH3:30])=[CH:9][C:10]3[C:11]4[N:19]([C@@H:20]([C:22]5[CH:27]=[CH:26][CH:25]=[CH:24][N:23]=5)[CH3:21])[C:18](=[O:28])[N:17]([CH2:53][CH2:52][O:51][CH3:50])[C:12]=4[CH:13]=[N:14][C:15]=3[CH:16]=2)=[C:5]([CH3:31])[O:4][N:3]=1. Procedure details: 7-(3,5-Dimethyl-4-isoxazolyl)-8-(methyloxy)-1-[(1R)-1-(2-pyridinyl)ethyl]-1,3-dihydro-2H-imidazo[4,5-c]quinolin-2-one (for a preparation see Example 36, 100 mg) in DMF (5 ml) was treated with 2-tert-butylimino-2-diethylamino-1,3-dimethylperhydro-1,3,2-diazaphosphorine, polymer bound (300 mg) and a solution of 2-bromoethyl methyl ether (40 mg) in DMF (0.5 ml). The reaction was stirred at ambient temperature, air atm for ˜3 h and then left at ambient temperature overnight. The reaction was filtere... Reactants: C[S+](C)(C)=O, CC(C)(C)O, O=C(Cc1ccc(Cl)cc1)Cn1cncn1, [I-], [K+], [OH-], c1nc[nH]n1. The product is OC(Cc1ccc(Cl)cc1)(Cn1cncn1)Cn1cncn1. As a reaction SMILES: [CH3:18][S+:19]([CH3:20])([CH3:21])=[O:22].[CH3:30][C:31]([OH:32])([CH3:33])[CH3:34].[Cl:1][c:2]1[cH:3][cH:4][c:5]([CH2:8][C:9]([CH2:10][n:11]2[n:12][cH:13][n:14][cH:15]2)=[O:16])[cH:6][cH:7]1.[I-:17].[K+:24].[OH-:23].[nH:25]1[n:26][cH:27][n:28][cH:29]1>>[Cl:1][c:2]1[cH:3][cH:4][c:5]([CH2:8][C:9]([CH2:10][n:11]2[n:12][cH:13][n:14][cH:15]2)([OH:16])[CH2:18][n:25]2[n:26][cH:27][n:28][cH:29]2)[cH:6][cH:7]1. The reactants are ClC1=C(CN)C(=CC=C1)F (2-chloro-6-fluorobenzyl amine), FC1=C(C=CC=C1)S(=O)(=O)Cl (2-fluorobenzenesulfonyl chloride), NC=1C=NC(=NC1)OC (5-amino-2-methoxypyrimidine). Run in CC#N (MeCN), O1CCOCC1 (1,4-dioxane). Yields the product ClC1=C(CNC2=C(C=CC=C2)S(=O)(=O)NC=2C=NC(=NC2)OC)C(=CC=C1)F (2-[(2-Chloro-6-fluorobenzyl)amino]-N-(2-methoxypyrimidin-5-yl)benzenesulfonamide). The yield is 9.0%. As a reaction SMILES: F[C:2]1[CH:7]=[CH:6][CH:5]=[CH:4][C:3]=1[S:8](Cl)(=[O:10])=[O:9].[NH2:12][C:13]1[CH:14]=[N:15][C:16]([O:19][CH3:20])=[N:17][CH:18]=1.[Cl:21][C:22]1[CH:29]=[CH:28][CH:27]=[C:26]([F:30])[C:23]=1[CH2:24][NH2:25]>O1CCOCC1.CC#N>[Cl:21][C:22]1[CH:29]=[CH:28][CH:27]=[C:26]([F:30])[C:23]=1[CH2:24][NH:25][C:2]1[CH:7]=[CH:6][CH:5]=[CH:4][C:3]=1[S:8]([NH:12][C:13]1[CH:14]=[N:15][C:16]([O:19][CH3:20])=[N:17][CH:18]=1)(=[O:10])=[O:9]. Procedure: The title compound (106 mg, impure, used without further purification) was prepared in two steps from 2-fluorobenzenesulfonyl chloride (0.46 mL, 3.5 mmol) and 5-amino-2-methoxypyrimidine (482 mg, 3.85 mmol) in 1,4-dioxane at 100° C.; followed by 2-chloro-6-fluorobenzyl amine (0.36 mL, 2.8 mmol) in MeCN (1.5 mL) at 180° C. in a Biotage Initiator microwave reactor using the methods of (IntB1).